This data is from the Open Reaction Database (ORD), a public repository of structured organic reaction records. The task is: describe an organic reaction: reactants, conditions, products, and yield Reactants: 1-(di-1-pyrrolidinylmethylene)-1H-benzotriazolium 3-oxide hexafluorophosphate, FC1(C(N(C2=C(N(C1)C(C)C)N=C(N=C2)NC2=C(C=C(C(=O)O)C=C2)OC)C)=O)F (4-(7,7-difluoro-9-isopropyl-5-methyl-6-oxo-6,7,8,9-tetrahydro-5H-pyrimido[4,5-b][1,4]diazepin-2-ylamino)-3-methoxy-benzoic acid), C(C)N(C(C)C)C(C)C (ethyldiisopropyl amine), Cl.CN (methylamine hydrochloride). Solvent: CN(C=O)C (dimethylformamide), ice water. Reaction conditions: time 1 hour. The product is FC1(C(N(C2=C(N(C1)C(C)C)N=C(N=C2)NC2=C(C=C(C(=O)NC)C=C2)OC)C)=O)F (4-(7,7-difluoro-9-isopropyl-5-methyl-6-oxo-6,7,8,9-tetrahydro-5H-pyrimido[4,5-b][1,4]diazepin-2-ylamino)-3-methoxy-N-methyl-benzamide). The yield is 99.3%. RXN SMILES: [F:1][C:2]1([F:30])[CH2:8][N:7]([CH:9]([CH3:11])[CH3:10])[C:6]2[N:12]=[C:13]([NH:16][C:17]3[CH:25]=[CH:24][C:20]([C:21]([OH:23])=O)=[CH:19][C:18]=3[O:26][CH3:27])[N:14]=[CH:15][C:5]=2[N:4]([CH3:28])[C:3]1=[O:29].[CH2:31]([N:33](C(C)C)C(C)C)C.Cl.CN>CN(C)C=O>[F:1][C:2]1([F:30])[CH2:8][N:7]([CH:9]([CH3:11])[CH3:10])[C:6]2[N:12]=[C:13]([NH:16][C:17]3[CH:25]=[CH:24][C:20]([C:21]([NH:33][CH3:31])=[O:23])=[CH:19][C:18]=3[O:26][CH3:27])[N:14]=[CH:15][C:5]=2[N:4]([CH3:28])[C:3]1=[O:29] |f:2.3|. Reported procedure: To a mixture of 0.08 g (0.19 mmole) of 4-(7,7-difluoro-9-isopropyl-5-methyl-6-oxo-6,7,8,9-tetrahydro-5H-pyrimido[4,5-b][1,4]diazepin-2-ylamino)-3-methoxy-benzoic acid (I-292), 0.13 mL (0.76 mmole) of ethyldiisopropyl amine and 0.014 g (0.21 mmole) of methylamine hydrochloride in 2.0 mL of dimethylformamide was added 0.082 g (0.21 mmole) of 1-(di-1-pyrrolidinylmethylene)-1H-benzotriazolium 3-oxide hexafluorophosphate. The mixture was stirred at room temperature for 1 hour, then diluted with 10 mL... Product: P(=O)(O)(O)CC(=O)N[C@@]1(OC)[C@@H](O)C[C@H](O)[C@H](O1)C (methyl 3,6-dideoxyphosphonoacetamido-alpha-D-mannopyranoside). Starting materials: triacetoxy-octahydro-5-oxyindolizine, C(C)(=O)O[C@@H]1[C@@](OC)(O[C@@H]([C@H](C1)OC(C)=O)C)NC(CP(=O)(O)O)=O (Methyl 2,4-di-O-acetyl-3,6-dideoxyphosphonoacetamido-alpha-D-mannopyranoside), C(C)(=O)O[C@@H]1[C@@](OC)(O[C@@H]([C@H](C1)OC(C)=O)C)NC(CCl)=O (Methyl 2,4-di-O-acetyl-3,6-dideoxychloroacetamido-alpha-D-mannopyranoside). Conditions: time 2 hour. Reaction SMILES: C([O:4][C@H:5]1[CH2:12][C@H:11]([O:13]C(=O)C)[C@@H:10]([CH3:17])[O:9][C@:6]1([NH:18][C:19](=[O:25])[CH2:20][P:21]([OH:24])([OH:23])=[O:22])[O:7][CH3:8])(=O)C.C(O[C@H]1C[C@H](OC(=O)C)[C@@H](C)O[C@]1(NC(=O)CCl)OC)(=O)C>>[P:21]([CH2:20][C:19]([NH:18][C@@:6]1([O:9][C@H:10]([CH3:17])[C@@H:11]([OH:13])[CH2:12][C@@H:5]1[OH:4])[O:7][CH3:8])=[O:25])([OH:23])([OH:24])=[O:22]. Reported procedure: Synthesis of (1S,2R,8R,8aR)-1,2,8.triacetoxy-octahydro-5-oxyindolizine 14, from Methyl 2,4-di-O-acetyl-3,6-dideoxyphosphonoacetamido-alpha-D-mannopyranoside, 9. Methyl 2,4-di-O-acetyl-3,6-dideoxychloroacetamido-alpha-D-mannopyranoside, 8, 5 g (0.02 mole) and 20 mL triethylphoside were heated at 110° C. for 15 h. The solvent was removed at high vacuum and the residual oil stirred with 50 mL hexane and stored in the freezer for 2 h. The hexane was decanted to afford methyl 3,6-dideoxyphosphonoacet... Starting materials: BrB(Br)Br, ClCCl, COc1cc(Cl)ccc1C(N)=O. Yields the product NC(=O)c1ccc(Cl)cc1O. RXN SMILES: [B:13]([Br:14])([Br:15])[Br:16].[Cl:17][CH2:18][Cl:19].[Cl:1][c:2]1[cH:3][c:4]([O:11][CH3:12])[c:5]([C:6](=[O:7])[NH2:8])[cH:9][cH:10]1>>[Cl:1][c:2]1[cH:3][c:4]([OH:11])[c:5]([C:6](=[O:7])[NH2:8])[cH:9][cH:10]1. Reactants: CON=C1CC(S(C2=CC=C(C(=C12)C)C=1C=NN(C1OS(=O)(=O)CCC)CC)(=O)=O)=C=O (4-methoxyimino-5-methyl-6-(1-ethyl-5-n-propanesulfonyloxypyrazol-4-yl)-carbonylthiochroman-1,1-dioxide), CON=C1CCS(C2=C(C=C(C(=C12)C)C(=O)C=1C=NN(C1OS(=O)(=O)CCC)CC)C)(=O)=O (4-Methoxyimino-5,8-dimethyl-6-(1-ethyl-5-n-propanesulfonyloxypyrazol-4-yl)carbonylthiochroman-1,1-dioxide), [Mg] (magnesium), C(C)Br (ethyl bromide). The solvent is C1CCOC1 (THF), C1CCOC1 (THF). The product is CON=C1CCSC2=CC=C(C(=C12)C)Br (4-methoxyimino-5-methyl-6-bromothiochroman). As a reaction SMILES: [CH3:1][O:2][N:3]=[C:4]1[C:13]2[C:8](=[C:9](C)[CH:10]=[C:11](C(C3C=NN(CC)C=3OS(CCC)(=O)=O)=O)[C:12]=2[CH3:14])[S:7](=O)(=O)[CH2:6][CH2:5]1.[Mg].C([Br:37])C.CON=C1C2C(=CC=C(C3C=NN(CC)C=3OS(CCC)(=O)=O)C=2C)S(=O)(=O)C(=C=O)C1>C1COCC1>[CH3:1][O:2][N:3]=[C:4]1[C:13]2[C:8](=[CH:9][CH:10]=[C:11]([Br:37])[C:12]=2[CH3:14])[S:7][CH2:6][CH2:5]1. Procedure details: 3.0 Grams (12 mmol) of 5-methyl-6-bromothiochroman-4-one and 1.9 g (23 mmol) of O-methylhydroxylamine hydrochloride were refluxed in a solvent mixture of 10 ml of ethanol and 10 ml of pyridine under heat for 30 minutes. The solvents were distilled off under reduced pressure, 50 ml of 5% hydrochloric acid was added, and a formed solid was recovered by filtration, washed with water and then dried to give 3.2 g (yield 93%) of 4-methoxyimino-5-methyl-6-bromothiochroman. (2) 1.1 Grams (46 mmol) of ma... Reactants: [H-].[Na+] (sodium hydride), COC[C@@H]1CC[C@H](CC1)[C@@H]1CC[C@H](CC1)CO ([trans-4-[trans-4-(methoxymethyl)cyclohexyl]cyclohexyl]methanol), C(C=C)Br (allyl bromide), suspension. Solvent: O1CCCC1 (tetrahydrofuran), O1CCCC1 (tetrahydrofuran). Conditions: temperature 70 celsius, time 5 minute. Yields the product C(C=C)OC[C@@H]1CC[C@H](CC1)[C@@H]1CC[C@H](CC1)COC ([trans-4-[trans-4-(methoxymethyl)cyclohexyl]cyclohexyl]methyl allyl ether). As a reaction SMILES: [H-].[Na+].[CH3:3][O:4][CH2:5][C@H:6]1[CH2:11][CH2:10][C@H:9]([C@H:12]2[CH2:17][CH2:16][C@H:15]([CH2:18][OH:19])[CH2:14][CH2:13]2)[CH2:8][CH2:7]1.[CH2:20](Br)[CH:21]=[CH2:22]>O1CCCC1>[CH2:20]([O:19][CH2:18][C@H:15]1[CH2:14][CH2:13][C@H:12]([C@H:9]2[CH2:10][CH2:11][C@H:6]([CH2:5][O:4][CH3:3])[CH2:7][CH2:8]2)[CH2:17][CH2:16]1)[CH:21]=[CH2:22] |f:0.1|. Reported procedure: 150 mg of sodium hydride (as a 50 percent suspension in oil) is suspended in 10 ml of absolute tetrahydrofuran and then treated dropwise at room temperature within 3 minutes with a solution of 0.5 g of [trans-4-[trans-4-(methoxymethyl)cyclohexyl]cyclohexyl]methanol in 8 ml of absolute tetrahydrofuran. The mixture is stirred for a further 5 minutes, then treated with 0.755 g of allyl bromide and stirred under reflux (bath temperature 70° C.) for 16 hours. Thereafter, the reaction mixture is parti... Reactants: CCOC(=O)CSc1nc(Cl)cc(Cl)n1, CCO, Nc1ccc(-c2ccccc2)cc1, [Na+], [Na+], O=C([O-])[O-]. The product is CCOC(=O)CSc1nc(Cl)cc(Nc2ccc(-c3ccccc3)cc2)n1. As a reaction SMILES: [CH2:1]([CH3:2])[O:3][C:4]([CH2:5][S:6][c:7]1[n:8][c:9]([Cl:14])[cH:10][c:11]([Cl:13])[n:12]1)=[O:15].[CH3:35][CH2:36][OH:37].[NH2:16][c:17]1[cH:18][cH:19][c:20](-[c:23]2[cH:24][cH:25][cH:26][cH:27][cH:28]2)[cH:21][cH:22]1.[Na+:29].[Na+:30].[O-:31][C:32](=[O:33])[O-:34]>>[CH2:1]([CH3:2])[O:3][C:4]([CH2:5][S:6][c:7]1[n:8][c:9]([NH:16][c:17]2[cH:18][cH:19][c:20](-[c:23]3[cH:24][cH:25][cH:26][cH:27][cH:28]3)[cH:21][cH:22]2)[cH:10][c:11]([Cl:13])[n:12]1)=[O:15].